This data is from the Open Reaction Database (ORD), a public repository of structured organic reaction records. The task is: describe an organic reaction: reactants, conditions, products, and yield Starting materials: CCc1cc(C#N)cc(C)c1O, COc1cccc(C)c1O. Yields the product COc1cc(C#N)cc(C)c1O. As a reaction SMILES: [CH2:11]([c:12]1[cH:13][c:14]([C:16]#[N:17])[cH:15][c:18]([CH3:19])[c:20]1[OH:21])[CH3:22].[OH:1][c:2]1[c:3]([CH3:10])[cH:4][cH:5][cH:6][c:7]1[O:8][CH3:9]>>[OH:1][c:2]1[c:3]([CH3:10])[cH:4][c:5]([C:16]#[N:17])[cH:6][c:7]1[O:8][CH3:9].